Dataset: the Open Reaction Database (ORD), a public repository of structured organic reaction records. Task: describe an organic reaction: reactants, conditions, products, and yield Starting materials: [BH4-], C1CCOC1, COCCNc1c(S(C)(=O)=O)ccc(C(=O)O)c1C, [Na+], O=C(O)C(F)(F)F, O=S(=O)(O)O. Yields the product COCCN(C)c1c(S(C)(=O)=O)ccc(C(=O)O)c1C. As a reaction SMILES: [BH4-:20].[CH2:34]1[O:35][CH2:36][CH2:37][CH2:38]1.[CH3:1][O:2][CH2:3][CH2:4][NH:5][c:6]1[c:7]([CH3:19])[c:8]([C:9](=[O:10])[OH:11])[cH:12][cH:13][c:14]1[S:15](=[O:16])(=[O:17])[CH3:18].[Na+:21].[OH:22][C:23]([C:24]([F:25])([F:26])[F:27])=[O:28].[S:29](=[O:30])(=[O:31])([OH:32])[OH:33]>>[CH3:1][O:2][CH2:3][CH2:4][N:5]([c:6]1[c:7]([CH3:19])[c:8]([C:9](=[O:10])[OH:11])[cH:12][cH:13][c:14]1[S:15](=[O:16])(=[O:17])[CH3:18])[CH3:23].